From a dataset of the Open Reaction Database (ORD), a public repository of structured organic reaction records. describe an organic reaction: reactants, conditions, products, and yield Starting materials: C1CCOC1, Cl, COCOc1c(C)c(-c2cc3cc(N)ccc3o2)oc(=O)c1C. Product: Cc1c(-c2cc3cc(N)ccc3o2)oc(=O)c(C)c1O. RXN SMILES: [CH2:25]1[O:26][CH2:27][CH2:28][CH2:29]1.[ClH:24].[NH2:1][c:2]1[cH:3][cH:4][c:5]2[c:6]([cH:7][c:8](-[c:10]3[c:11]([CH3:22])[c:12]([O:18][CH2:19][O:20][CH3:21])[c:13]([CH3:17])[c:14](=[O:16])[o:15]3)[o:9]2)[cH:23]1>>[NH2:1][c:2]1[cH:3][cH:4][c:5]2[c:6]([cH:7][c:8](-[c:10]3[c:11]([CH3:22])[c:12]([OH:18])[c:13]([CH3:17])[c:14](=[O:16])[o:15]3)[o:9]2)[cH:23]1. The product is CC1(C)OC(=C2C(=O)Nc3cc(F)ccc32)C=C1c1ccc(C=O)cc1. Reactants: CC1(C)OC(=C2C(=O)Nc3cc(F)ccc32)C=C1Br, O=C([O-])[O-], C1CCOC1, CCOC(C)=O, O=Cc1ccc(B(O)O)cc1, [K+], [K+]. RXN SMILES: [Br:1][C:2]1=[CH:3][C:4](=[C:9]2[C:10](=[O:19])[NH:11][c:12]3[cH:13][c:14]([F:18])[cH:15][cH:16][c:17]32)[O:5][C:6]1([CH3:7])[CH3:8].[C:31](=[O:32])([O-:33])[O-:34].[CH2:43]1[O:44][CH2:45][CH2:46][CH2:47]1.[CH3:37][CH2:38][O:39][C:40](=[O:41])[CH3:42].[CH:20](=[O:21])[c:22]1[cH:23][cH:24][c:25]([B:28]([OH:29])[OH:30])[cH:26][cH:27]1.[K+:35].[K+:36]>>[C:2]1([c:25]2[cH:24][cH:23][c:22]([CH:20]=[O:21])[cH:27][cH:26]2)=[CH:3][C:4](=[C:9]2[C:10](=[O:19])[NH:11][c:12]3[cH:13][c:14]([F:18])[cH:15][cH:16][c:17]32)[O:5][C:6]1([CH3:7])[CH3:8].